describe an organic reaction: reactants, conditions, products, and yield From a dataset of the Open Reaction Database (ORD), a public repository of structured organic reaction records. As a reaction SMILES: [C:28]([CH:29]=[CH:30][C:31](=[O:32])[OH:33])(=[O:34])[OH:35].[CH3:1][CH2:2][O:3][C:4](=[O:5])[CH:6]([CH2:7][CH2:8][c:9]1[cH:10][cH:11][cH:12][cH:13][cH:14]1)[NH:15][CH:16]([CH3:17])[C:18](=[O:19])[N:20]1[CH2:21][CH2:22][CH2:23][CH:24]1[C:25]([OH:26])=[O:27].[CH3:36][CH2:37][O:38][C:39](=[O:40])[CH3:41]>>[C:28]([CH:29]=[CH:30][C:31](=[O:32])[OH:33])(=[O:34])[OH:35].[CH3:1][CH2:2][O:3][C:4](=[O:5])[CH:6]([CH2:7][CH2:8][c:9]1[cH:10][cH:11][cH:12][cH:13][cH:14]1)[NH:15][CH:16]([CH3:17])[C:18](=[O:19])[N:20]1[CH2:21][CH2:22][CH2:23][CH:24]1[C:25](=[O:26])[OH:27]. Starting materials: O=C(O)C=CC(=O)O, CCOC(=O)C(CCc1ccccc1)NC(C)C(=O)N1CCCC1C(=O)O, CCOC(C)=O. The product is O=C(O)C=CC(=O)O, CCOC(=O)C(CCc1ccccc1)NC(C)C(=O)N1CCCC1C(=O)O. Reaction SMILES: [CH3:1][C:2]([C:5]1[CH:9]=[C:8]([OH:10])[N:7]([CH3:11])[N:6]=1)([CH3:4])[CH3:3].Cl[C:13]1[N:14]=[N:15][CH:16]=[C:17]([O:19][CH3:20])[CH:18]=1.C(=O)([O-])[O-].[K+].[K+].[Cl-].[NH4+]>CS(C)=O>[CH3:4][C:2]([C:5]1[CH:9]=[C:8]([O:10][C:13]2[N:14]=[N:15][CH:16]=[C:17]([O:19][CH3:20])[CH:18]=2)[N:7]([CH3:11])[N:6]=1)([CH3:1])[CH3:3] |f:2.3.4,5.6|. Yields the product CC(C)(C)C1=NN(C(=C1)OC=1N=NC=C(C1)OC)C ([3-(1,1-dimethylethyl)-1-methyl-1H-pyrazol-5-yl]oxy-5-methoxypyridazine). Procedure: 3-(1,1-Dimethylethyl)-1-methyl-1H-pyrazol-5-ol (1.12 g, 0.0073 moles) which is a known compound, 3-chloro-5-methoxypyridazine (1.02 g, 0.0071 mole), potassium carbonate (1.87 g, 0.0136 mole), and CuBr (1.05 g, 0.0073 mole) were added to dry dimethyl-sulfoxide (12 mL). The mixture was stirred under N2 at 95° C. for 7 h. The mixture was then poured into saturated ammonium chloride and extracted 2×100 mL with ethyl acetate. The organic layer was dried (MgSO4), filtered through silica gel with ethyl... Solvent: CS(=O)C (dimethyl-sulfoxide). Reaction conditions: temperature 95 celsius, time 7 hour. Reactants: CC(C)(C)C1=NN(C(=C1)O)C (3-(1,1-Dimethylethyl)-1-methyl-1H-pyrazol-5-ol), CuBr, [Cl-].[NH4+] (ammonium chloride), ClC=1N=NC=C(C1)OC (3-chloro-5-methoxypyridazine), C([O-])([O-])=O.[K+].[K+] (potassium carbonate). The yield is 61.2%. Reactants: C(C)(=O)OCC1=NC(=CC=C1)OCCCC (2-acetoxymethyl-6-butoxypyridine), [OH-].[Na+] (sodium hydroxide). Solvent: C(C)O (ethanol). Product: C(CCC)OC1=CC=CC(=N1)CO (6-butoxy-2-hydroxymethylpyridine). Isolated yield 108.1%. As a reaction SMILES: C([O:4][CH2:5][C:6]1[CH:11]=[CH:10][CH:9]=[C:8]([O:12][CH2:13][CH2:14][CH2:15][CH3:16])[N:7]=1)(=O)C.[OH-].[Na+]>C(O)C>[CH2:13]([O:12][C:8]1[N:7]=[C:6]([CH2:5][OH:4])[CH:11]=[CH:10][CH:9]=1)[CH2:14][CH2:15][CH3:16] |f:1.2|. Reported procedure: To a solution of 4.89 g (21.9 mmol) of 2-acetoxymethyl-6-butoxypyridine dissolved in 20 ml of ethanol was added 20 ml of an 8% sodium hydroxide solution, and the mixture was refluxed for one hour. After removal of the ethanol under a reduced pressure, the residue was extracted with ether and separated by silica gel chromatography (ethyl acetate:hexane=1:3) to obtain 4.29 g of the desired product (yield 100%). Reactants: CCO, CS(=O)(=O)c1ccc(Cn2ncc([N+](=O)[O-])n2)o1, [Cl-], [Fe], N#N, [NH4+], O. Yields the product CS(=O)(=O)c1ccc(Cn2ncc(N)n2)o1. As a reaction SMILES: [CH3:23][CH2:24][OH:25].[CH3:3][S:4](=[O:5])(=[O:6])[c:7]1[cH:8][cH:9][c:10]([CH2:12][n:13]2[n:14][cH:15][c:16]([N+:18]([O-:19])=[O:20])[n:17]2)[o:11]1.[Cl-:21].[Fe:27].[N:1]#[N:2].[NH4+:22].[OH2:26]>>[CH3:3][S:4](=[O:5])(=[O:6])[c:7]1[cH:8][cH:9][c:10]([CH2:12][n:13]2[n:14][cH:15][c:16]([NH2:18])[n:17]2)[o:11]1. The yield is 59.4%. Procedure details: A suspension of N-(5′-chloro-4′-fluoro-2′-nitrophenyl)glycine sodium salt (0.650 g, 2.61 mmol) and tin (11) chloride dihydrate (1.770 g, 7.845 mmol) in ethanol (10.5 mL) was refluxed for 1 h. It was then cooled to room temperature and 5 mL ethanol was removed under vacuum. The precipitated solid was collected by filtration under vacuum, washed with ethanol (3 mL) and dried to obtain 0.311 g (59%) title compound as an off-white powder; 1H NMR (DMSO-d6) δ 3.69 (s, 2H), 6.08 (s, 1H), 6.65 (d, 1H, J... As a reaction SMILES: [Na+].[Cl:2][C:3]1[C:4]([F:17])=[CH:5][C:6]([N+:14]([O-])=O)=[C:7]([NH:9][CH2:10][C:11]([O-])=[O:12])[CH:8]=1.O.O.[Sn](Cl)Cl>C(O)C>[Cl:2][C:3]1[CH:8]=[C:7]2[C:6](=[CH:5][C:4]=1[F:17])[NH:14][C:11](=[O:12])[CH2:10][NH:9]2 |f:0.1,2.3.4|. The solvent is C(C)O (ethanol). Reactants: [Na+].ClC=1C(=CC(=C(C1)NCC(=O)[O-])[N+](=O)[O-])F (N-(5′-chloro-4′-fluoro-2′-nitrophenyl)glycine sodium salt), O.O.[Sn](Cl)Cl (tin (11) chloride dihydrate). Product: ClC=1C=C2NCC(NC2=CC1F)=O (6-Chloro-3,4-dihydro-7-fluoro-quinoxaline-2(1H)-one). Product: COC(=O)c1ccc2c(c1)OCCC2Nc1ccc(C2CCCCC2)cc1. Reaction SMILES: [CH3:29][OH:30].[CH:16]1([c:22]2[cH:23][cH:24][c:25]([NH2:26])[cH:27][cH:28]2)[CH2:17][CH2:18][CH2:19][CH2:20][CH2:21]1.[O:1]=[C:2]1[CH2:3][CH2:4][O:5][c:6]2[cH:7][c:8]([C:12](=[O:13])[O:14][CH3:15])[cH:9][cH:10][c:11]21>>[CH:2]1([NH:26][c:25]2[cH:24][cH:23][c:22]([CH:16]3[CH2:17][CH2:18][CH2:19][CH2:20][CH2:21]3)[cH:28][cH:27]2)[CH2:3][CH2:4][O:5][c:6]2[cH:7][c:8]([C:12](=[O:13])[O:14][CH3:15])[cH:9][cH:10][c:11]21. The reactants are CO, Nc1ccc(C2CCCCC2)cc1, COC(=O)c1ccc2c(c1)OCCC2=O.